This data is from the Open Reaction Database (ORD), a public repository of structured organic reaction records. The task is: describe an organic reaction: reactants, conditions, products, and yield Reactants: Cl (HCl), COC([C@H](CNC(=O)C=1SC=CC1)NC(=O)C=1SC(=CC1C)C(NCC1=CC(=C(C=C1)F)O)=O)=O ((S)-2-{[5-(4-Fluoro-3-hydroxy-benzylcarbamoyl)-3-methyl-thiophene-2-carbonyl]-amino}-3-[(thiophene-2-carbonyl)-amino]-propionic acidmethyl ester), O.[OH-].[Li+] (lithium hydroxide monohydrate). Run in C1CCOC1 (THF), O (water). Reaction conditions: time 15 hour. Product: FC1=C(C=C(CNC(=O)C2=CC(=C(S2)C(=O)N[C@H](C(=O)O)CNC(=O)C=2SC=CC2)C)C=C1)O ((S)-2-{[5-(4-Fluoro-3-hydroxy-benzylcarbamoyl)-3-methyl-thiophene-2-carbonyl]-amino}-3-[(thiophene-2-carbonyl)-amino]-propionic acid). Reaction SMILES: C[O:2][C:3](=[O:35])[C@@H:4]([NH:14][C:15]([C:17]1[S:18][C:19]([C:23](=[O:34])[NH:24][CH2:25][C:26]2[CH:31]=[CH:30][C:29]([F:32])=[C:28]([OH:33])[CH:27]=2)=[CH:20][C:21]=1[CH3:22])=[O:16])[CH2:5][NH:6][C:7]([C:9]1[S:10][CH:11]=[CH:12][CH:13]=1)=[O:8].O.[OH-].[Li+].Cl>C1COCC1.O>[F:32][C:29]1[CH:30]=[CH:31][C:26]([CH2:25][NH:24][C:23]([C:19]2[S:18][C:17]([C:15]([NH:14][C@@H:4]([CH2:5][NH:6][C:7]([C:9]3[S:10][CH:11]=[CH:12][CH:13]=3)=[O:8])[C:3]([OH:35])=[O:2])=[O:16])=[C:21]([CH3:22])[CH:20]=2)=[O:34])=[CH:27][C:28]=1[OH:33] |f:1.2.3|. Reported procedure: To a solution of (S)-2-{[5-(4-Fluoro-3-hydroxy-benzylcarbamoyl)-3-methyl-thiophene-2-carbonyl]-amino}-3-[(thiophene-2-carbonyl)-amino]-propionic acidmethyl ester (14 mg, 0.027 mmol) in THF (2 mL) was added a solution of lithium hydroxide monohydrate (11 mg, 0.269 mmol) in water (2.5 mL). The mixture was then stirred at room temperature 15 h. The mixture was then acidified with 1N HCl and extracted with EtOAc (×3). The extracts were combined, washed with water and brine, dried over sodium sulfate...